Task: describe an organic reaction: reactants, conditions, products, and yield. Dataset: the Open Reaction Database (ORD), a public repository of structured organic reaction records The reactants are CC(C)(C)OC(=O)C1CC2CCCCC2N1C(=O)C(NC(=O)C(NC(=O)OCc1ccccc1)C1CCCCC1)C(C)(C)C, CCO. As a reaction SMILES: [C:1]([CH3:2])([CH3:3])([CH3:4])[O:5][C:6](=[O:7])[CH:8]1[N:9]([C:17]([CH:18]([C:19]([CH3:20])([CH3:21])[CH3:22])[NH:23][C:24]([CH:25]([CH:26]2[CH2:27][CH2:28][CH2:29][CH2:30][CH2:31]2)[NH:32][C:33]([O:34][CH2:35][c:36]2[cH:37][cH:38][cH:39][cH:40][cH:41]2)=[O:42])=[O:43])=[O:44])[CH:10]2[CH2:11][CH2:12][CH2:13][CH2:14][CH:15]2[CH2:16]1.[CH3:45][CH2:46][OH:47]>>[C:1]([CH3:2])([CH3:3])([CH3:4])[O:5][C:6](=[O:7])[CH:8]1[N:9]([C:17]([CH:18]([C:19]([CH3:20])([CH3:21])[CH3:22])[NH:23][C:24]([CH:25]([CH:26]2[CH2:27][CH2:28][CH2:29][CH2:30][CH2:31]2)[NH2:32])=[O:43])=[O:44])[CH:10]2[CH2:11][CH2:12][CH2:13][CH2:14][CH:15]2[CH2:16]1. The product is CC(C)(C)OC(=O)C1CC2CCCCC2N1C(=O)C(NC(=O)C(N)C1CCCCC1)C(C)(C)C. Reactants: CC(=O)O, CCCC(C(CC(C)C)C(=O)NC(CCCNCN=N[N+](=O)[O-])C(=O)Nc1nccs1)N(C=O)OC1CCCCO1. Yields the product CCCC(C(CC(C)C)C(=O)NC(CCCNCN=N[N+](=O)[O-])C(=O)Nc1nccs1)N(O)C=O. Reaction SMILES: [CH3:42][C:43](=[O:44])[OH:45].[N+:1](=[O:2])([O-:3])[N:4]=[N:5][CH2:6][NH:7][CH2:8][CH2:9][CH2:10][CH:11]([C:12]([NH:13][c:14]1[s:15][cH:16][cH:17][n:18]1)=[O:19])[NH:20][C:21]([CH:22]([CH:23]([CH2:24][CH2:25][CH3:26])[N:27]([O:28][CH:29]1[CH2:30][CH2:31][CH2:32][CH2:33][O:34]1)[CH:35]=[O:36])[CH2:37][CH:38]([CH3:39])[CH3:40])=[O:41]>>[N+:1](=[O:2])([O-:3])[N:4]=[N:5][CH2:6][NH:7][CH2:8][CH2:9][CH2:10][CH:11]([C:12]([NH:13][c:14]1[s:15][cH:16][cH:17][n:18]1)=[O:19])[NH:20][C:21]([CH:22]([CH:23]([CH2:24][CH2:25][CH3:26])[N:27]([OH:28])[CH:35]=[O:36])[CH2:37][CH:38]([CH3:39])[CH3:40])=[O:41]. RXN SMILES: [CH2:1]([O:3][C:4]([C:6]1[CH:11]=[C:10](Br)[CH:9]=[C:8]([CH3:13])[N:7]=1)=[O:5])[CH3:2].[F:14][C:15]1[CH:16]=[C:17](B(O)O)[CH:18]=[C:19]([F:21])[CH:20]=1>>[CH2:1]([O:3][C:4]([C:6]1[CH:11]=[C:10]([C:17]2[CH:16]=[C:15]([F:14])[CH:20]=[C:19]([F:21])[CH:18]=2)[CH:9]=[C:8]([CH3:13])[N:7]=1)=[O:5])[CH3:2]. Starting materials: C(C)OC(=O)C1=NC(=CC(=C1)Br)C (4-Bromo-6-methyl-pyridine-2-carboxylic acid ethyl ester), FC=1C=C(C=C(C1)F)B(O)O (3,5-Difluorophenylboronic acid). Procedure: The title compound, was prepared from 4-Bromo-6-methyl-pyridine-2-carboxylic acid ethyl ester (example 1, step 4) in accordance with the general method of example 1, step 6 using 3,5-Difluorophenylboronic acid instead of 3-Fluorophenylboronic acid to yield the final compound as a white crystalline solid, MS (ISP): m/e=278.1 (M+H)+. Yields the product C(C)OC(=O)C1=NC(=CC(=C1)C1=CC(=CC(=C1)F)F)C (4-(3,5-Difluorophenyl)-6-methyl-pyridine-2-carboxylic acid ethyl ester). Reactants: C(C)(=O)OCC (Ethyl acetate), FC1=CC=C(C=C1)C=1N=C(OC1C1=CC=C(C=C1)S(=O)(=O)C)CCC(=O)OC (3-[4-(4-fluorophenyl)-5-[4-(methylsulfonyl)phenyl]oxazol-2-yl]propanoic acid, methyl ester), [H-].C(C(C)C)[Al+]CC(C)C (diisobutylaluminum hydride), saturated solution, C(C(O)C(O)C(=O)[O-])(=O)[O-].[K+].[Na+] (sodium potassium tartarate). Solvent: O1CCCC1 (tetrahydrofuran). Reaction conditions: temperature 0 celsius. The product is FC1=CC=C(C=C1)C=1N=C(OC1C1=CC=C(C=C1)S(=O)(=O)C)CCCO (4-(4-Fluorophenyl)-2-(3-hydroxylpropyl)-5-[4-(methylsulfonyl)phenyl]oxazole). Isolated yield 83.6%. As a reaction SMILES: [F:1][C:2]1[CH:7]=[CH:6][C:5]([C:8]2[N:9]=[C:10]([CH2:23][CH2:24][C:25](OC)=[O:26])[O:11][C:12]=2[C:13]2[CH:18]=[CH:17][C:16]([S:19]([CH3:22])(=[O:21])=[O:20])=[CH:15][CH:14]=2)=[CH:4][CH:3]=1.[H-].C([Al+]CC(C)C)C(C)C.C([O-])(=O)C(C(C([O-])=O)O)O.[K+].[Na+].C(OCC)(=O)C>O1CCCC1>[F:1][C:2]1[CH:3]=[CH:4][C:5]([C:8]2[N:9]=[C:10]([CH2:23][CH2:24][CH2:25][OH:26])[O:11][C:12]=2[C:13]2[CH:18]=[CH:17][C:16]([S:19]([CH3:22])(=[O:21])=[O:20])=[CH:15][CH:14]=2)=[CH:6][CH:7]=1 |f:1.2,3.4.5|. Procedure details: A solution containing 100 mg (0.239 mmol) of 3-[4-(4-fluorophenyl)-5-[4-(methylsulfonyl)phenyl]oxazol-2-yl]propanoic acid, methyl ester in 10 mL of tetrahydrofuran was cooled to 0° C. with stirring under a nitrogen atmosphere as 0.53 mL of diisobutylaluminum hydride (1M in toluene, 0.523 mmol) was added dropwise over 5 minutes. The reaction was allowed to warm to 25° C. and poured into 100 mL of a saturated solution of sodium potassium tartarate. Ethyl acetate (100 mL) was added and the mixture ... Reactants: OC1=C(C2=CC=CC=C2C=C1)C=O (2-hydroxy-1-naphthaldehyde), C(#N)CC(=S)N (2-cyanothioacetamide), C(C)N(CC)C(C)O (N,N-diethylaminoethanol). Solvent: C(C)O (ethanol). Conditions: time 30 minute. Yields the product C(#N)C(C(=S)N)=CC1=C(C=CC2=CC=CC=C12)O (2-cyano-3-(2-hydroxynaphth-1-yl) thioacrylamide). Yield: 85.0%. Reaction SMILES: [OH:1][C:2]1[CH:11]=[CH:10][C:9]2[C:4](=[CH:5][CH:6]=[CH:7][CH:8]=2)[C:3]=1[CH:12]=O.[C:14]([CH2:16][C:17]([NH2:19])=[S:18])#[N:15].C(N(C(O)C)CC)C>C(O)C>[C:14]([C:16](=[CH:12][C:3]1[C:4]2[C:9](=[CH:8][CH:7]=[CH:6][CH:5]=2)[CH:10]=[CH:11][C:2]=1[OH:1])[C:17]([NH2:19])=[S:18])#[N:15]. Reported procedure: A mixture of 2-hydroxy-1-naphthaldehyde (172 mg, 1 mmol), 2-cyanothioacetamide (110 mg, 1.1 mmol), N,N-diethylaminoethanol (23 mg, 0.2 mmol) and 15 ml ethanol is stirred for 30 min at reflux under nitrogen. Then the mixture is chilled, the precipitate filtered, washed with ice-cooled ethanol and dried in a vacuum-oven. Thus an almost pure title compound is obtained in 85% yield (1080 mg). Recrystallization from ethanol furnishes very pure samples. Starting materials: [Br-], CCC(CC)c1cc(C)nn2c(-c3sc(Br)cc3C)c(C)nc12, C1CCOC1, CCOC(C)=O, [Zn+]c1ccccn1. The product is CCC(CC)c1cc(C)nn2c(-c3sc(-c4ccccn4)cc3C)c(C)nc12. As a reaction SMILES: [Br-:24].[Br:1][c:2]1[cH:3][c:4]([CH3:23])[c:5](-[c:7]2[c:8]([CH3:22])[n:9][c:10]3[n:11]2[n:12][c:13]([CH3:21])[cH:14][c:15]3[CH:16]([CH2:17][CH3:18])[CH2:19][CH3:20])[s:6]1.[CH2:32]1[O:33][CH2:34][CH2:35][CH2:36]1.[CH3:37][CH2:38][O:39][C:40]([CH3:41])=[O:42].[n:25]1[c:26]([Zn+:31])[cH:27][cH:28][cH:29][cH:30]1>>[c:2]1(-[c:26]2[n:25][cH:30][cH:29][cH:28][cH:27]2)[cH:3][c:4]([CH3:23])[c:5](-[c:7]2[c:8]([CH3:22])[n:9][c:10]3[n:11]2[n:12][c:13]([CH3:21])[cH:14][c:15]3[CH:16]([CH2:17][CH3:18])[CH2:19][CH3:20])[s:6]1. Starting materials: BrC[C@@H]1OC2=C(C1)C=C(C=C2C2=C(C=CC=C2Cl)Cl)F ((R)-2-bromomethyl-7-(2,6-dichloro-phenyl)-5-fluoro-2,3-dihydrobenzofuran), hydrochloride salt, CNC (N,N-dimethylamine). Product: ClC1=C(C(=CC=C1)Cl)C1=CC(=CC=2C[C@@H](OC21)CN(C)C)F ((R)-[7-(2,6-dichloro-phenyl)-5-fluoro-2,3-dihydro-benzofuran-2-ylmethyl]-dimethyl-amine). The yield is 80.0%. As a reaction SMILES: Br[CH2:2][C@H:3]1[CH2:7][C:6]2[CH:8]=[C:9]([F:20])[CH:10]=[C:11]([C:12]3[C:17]([Cl:18])=[CH:16][CH:15]=[CH:14][C:13]=3[Cl:19])[C:5]=2[O:4]1.[CH3:21][NH:22][CH3:23]>>[Cl:19][C:13]1[CH:14]=[CH:15][CH:16]=[C:17]([Cl:18])[C:12]=1[C:11]1[C:5]2[O:4][C@@H:3]([CH2:2][N:22]([CH3:23])[CH3:21])[CH2:7][C:6]=2[CH:8]=[C:9]([F:20])[CH:10]=1. Procedure: Treatment of (R)-2-bromomethyl-7-(2,6-dichloro-phenyl)-5-fluoro-2,3-dihydrobenzofuran (0.41 g, 1.1 mmol) and N,N-dimethylamine (2.0 M in tetrahydrofuran, 5.4 ml) generally according to the procedure described for Example 390 afforded 0.29 g (80%) of (R)-[7-(2,6-dichloro-phenyl)-5-fluoro-2,3-dihydro-benzofuran-2-ylmethyl]-dimethyl-amine as a white solid, hydrochloride salt. mp 156-158° C.; [α]D25=−21.04 (c 7.71 in methanol); Anal. calcd. for C17H16Cl2FNOHCl: C, 54.21; H, 4.55; N, 3.72. Found: C, ...